This data is from the Open Reaction Database (ORD), a public repository of structured organic reaction records. The task is: describe an organic reaction: reactants, conditions, products, and yield Starting materials: [OH-].[K+] (KOH), C(C)OC(C(C1=CC=CC=C1)C(=O)NC1=C(C=C(C=C1OC)OC)OC)=O (α-[[(2,4,6-trimethoxyphenyl)amino]carbonyl]benzene acetic acid ethyl ester). Run in O (H2O), C(C)O (ethanol). Run at time 41 hour. Yields the product COC1=C(C(=CC(=C1)OC)OC)NC(=O)C(C(=O)O)C1=CC=CC=C1 (α-[[(2,4,6-trimethoxyphenyl)amino]carbonyl]benzene acetic acid). RXN SMILES: [OH-].[K+].C([O:5][C:6](=[O:29])[CH:7]([C:14]([NH:16][C:17]1[C:22]([O:23][CH3:24])=[CH:21][C:20]([O:25][CH3:26])=[CH:19][C:18]=1[O:27][CH3:28])=[O:15])[C:8]1[CH:13]=[CH:12][CH:11]=[CH:10][CH:9]=1)C>C(O)C.O>[CH3:28][O:27][C:18]1[CH:19]=[C:20]([O:25][CH3:26])[CH:21]=[C:22]([O:23][CH3:24])[C:17]=1[NH:16][C:14]([CH:7]([C:8]1[CH:13]=[CH:12][CH:11]=[CH:10][CH:9]=1)[C:6]([OH:29])=[O:5])=[O:15] |f:0.1|. Reported procedure: To a stirred solution of KOH (10.70 g, 0.191 mol) in absolute ethanol (1.1 L) was added α-[[(2,4,6-trimethoxyphenyl)amino]carbonyl]benzene acetic acid ethyl ester (55.28 g, 0.1480 mol), and the mixture was stirred for 41 hours. The resulting suspension was diluted with H2O (~900 mL) and rotoevaporated to remove ethanol. The solution was washed (ethyl acetate) and acidified with dropwise addition of 1M HCl (265 mL). The resulting precipitate was filtered off, washed (H2O), and dried in vacuo to g... Starting materials: [C-]#N.[K+] (potassium cyanide), CS(=O)(=O)OCCC(C)(C1=CNC2=C(C=CC=C12)CSC)C1=CC2=C(OCCO2)C=C1 (3-(2,3-Dihydro-1,4-benzodioxin-6-yl)-3-{7-[(methylsulfanyl)methyl]-1H-indol-3-yl}butyl methanesulfonate), C(C)(=O)OCC (ethyl acetate). The solvent is CS(=O)C (DMSO). Reaction conditions: temperature 80 celsius, time 16 hour. Yields the product O1CCOC2=C1C=CC(=C2)C(CCC#N)(C)C2=CNC1=C(C=CC=C21)CSC (4-(2,3-Dihydro-1,4-benzodioxin-6-yl)-4-{7-[(methylsulfanyl)methyl]-1H-indol-3-yl}pentanonitrile). As a reaction SMILES: [C-:1]#[N:2].[K+].CS(O[CH2:9][CH2:10][C:11]([C:25]1[CH:34]=[CH:33][C:28]2[O:29][CH2:30][CH2:31][O:32][C:27]=2[CH:26]=1)([C:13]1[C:21]2[C:16](=[C:17]([CH2:22][S:23][CH3:24])[CH:18]=[CH:19][CH:20]=2)[NH:15][CH:14]=1)[CH3:12])(=O)=O.C(OCC)(=O)C>CS(C)=O>[O:29]1[C:28]2[CH:33]=[CH:34][C:25]([C:11]([C:13]3[C:21]4[C:16](=[C:17]([CH2:22][S:23][CH3:24])[CH:18]=[CH:19][CH:20]=4)[NH:15][CH:14]=3)([CH3:12])[CH2:10][CH2:9][C:1]#[N:2])=[CH:26][C:27]=2[O:32][CH2:31][CH2:30]1 |f:0.1|. Reported procedure: 150 mg (2.30 mmol) of potassium cyanide were added to 530 mg (1.15 mmol) of the compound from Example 117A in 10 ml of DMSO. The mixture was stirred at 80° C. for 16 h, ethyl acetate was added to the reaction solution, and the mixture was washed twice with water and once with saturated aqueous sodium chloride solution. The combined organic phases were freed of solvent, and the crude product was purified by preparative HPLC (mobile phase: acetonitrile/water gradient). 328 mg (73% of theory) of th...